From a dataset of the Open Reaction Database (ORD), a public repository of structured organic reaction records. describe an organic reaction: reactants, conditions, products, and yield Product: Cc1ccc(NC(=O)C(CCNS(C)(=O)=O)Oc2ncnc3c2cnn3-c2ccccc2Cl)nc1. The reactants are C[Al](C)C, Cc1ccccc1, Cc1ccc(N)nc1, CS(=O)(=O)N1CCC(Oc2ncnc3c2cnn3-c2ccccc2Cl)C1=O. As a reaction SMILES: [CH3:1][Al:2]([CH3:3])[CH3:4].[CH3:40][c:41]1[cH:42][cH:43][cH:44][cH:45][cH:46]1.[CH3:5][c:6]1[cH:7][cH:8][c:9]([NH2:12])[n:10][cH:11]1.[Cl:13][c:14]1[c:15](-[n:20]2[n:21][cH:22][c:23]3[c:24]2[n:25][cH:26][n:27][c:28]3[O:29][CH:30]2[C:31](=[O:39])[N:32]([S:35](=[O:36])(=[O:37])[CH3:38])[CH2:33][CH2:34]2)[cH:16][cH:17][cH:18][cH:19]1>>[CH3:5][c:6]1[cH:7][cH:8][c:9]([NH:12][C:31]([CH:30]([O:29][c:28]2[c:23]3[cH:22][n:21][n:20](-[c:15]4[c:14]([Cl:13])[cH:19][cH:18][cH:17][cH:16]4)[c:24]3[n:25][cH:26][n:27]2)[CH2:34][CH2:33][NH:32][S:35](=[O:36])(=[O:37])[CH3:38])=[O:39])[n:10][cH:11]1. The reactants are ice water, C(CCCCCCC(=O)OCC)(=O)OCC (diethyl suberate), C(C1=CN=CC=C1)(=O)OCC (ethyl nicotinate), [H-].[Na+] (sodium hydride). The solvent is CCOCC (ether). The product is C(C)OC(=O)C(CCCCCC(=O)OCC)C(C1=CN=CC=C1)=O (ethyl 7-ethoxycarbonyl-7-nicotinoylheptanoate). Reaction SMILES: [H-].[Na+].[C:3]([O:16][CH2:17][CH3:18])(=[O:15])[CH2:4][CH2:5][CH2:6][CH2:7][CH2:8][CH2:9][C:10]([O:12][CH2:13][CH3:14])=[O:11].[C:19](OCC)(=[O:26])[C:20]1[CH:25]=[CH:24][CH:23]=[N:22][CH:21]=1>CCOCC>[CH2:17]([O:16][C:3]([CH:4]([C:19](=[O:26])[C:20]1[CH:25]=[CH:24][CH:23]=[N:22][CH:21]=1)[CH2:5][CH2:6][CH2:7][CH2:8][CH2:9][C:10]([O:12][CH2:13][CH3:14])=[O:11])=[O:15])[CH3:18] |f:0.1|. Reported procedure: To a suspension of 16 g of 50% sodium hydride in 450 ml of ether is added dropwise 92.2 g of diethyl suberate and 27.3 ml (30.2 g) of ethyl nicotinate at room temperature, under nitrogen. The reaction mixture is heated at reflux temperature overnight, and, after cooling, 400 ml of ice water is added. The ether layer is separated (discarded) and the aqueous adjusted to pH 5 with 1N hydrochloric acid and extracted with ether (3×250 ml). The ether layer is dried and concentrated to give ethyl 7-eth... Reactants: C(C(=O)Cl)(=O)Cl.ClC1=C(C=C(C=C1)C=1N=C(NC1C1=CC=NC=C1)C(C(=O)Cl)(C)C)O (2-[4-(4-Chloro-3-hydroxy-phenyl)-5-pyridin-4-yl-1H-imidazol-2-yl]-2-methyl-propionyl chloride Oxalyl chloride), product, ClCCl (dichloromethane), CN(C)C=O (DMF). Product: ClC1=C(C=C(C=C1)C=1N=C(NC1C1=CC=NC=C1)C(CN1CCOCC1)(C)C)O (2-Chloro-5-[2-(1,1-dimethyl-2-morpholin-4-yl-ethyl)-5-pyridin-4-yl-1H-imidazol-4-yl]-phenol). As a reaction SMILES: [C:1](Cl)(=[O:5])[C:2](Cl)=O.[Cl:7][C:8]1[CH:13]=[CH:12][C:11]([C:14]2[N:15]=[C:16]([C:25]([CH3:30])([CH3:29])[C:26](Cl)=O)[NH:17][C:18]=2[C:19]2[CH:24]=[CH:23][N:22]=[CH:21][CH:20]=2)=[CH:10][C:9]=1[OH:31].C[N:33]([CH:35]=O)C.Cl[CH2:38]Cl>>[Cl:7][C:8]1[CH:13]=[CH:12][C:11]([C:14]2[N:15]=[C:16]([C:25]([CH3:29])([CH3:30])[CH2:26][N:33]3[CH2:2][CH2:1][O:5][CH2:38][CH2:35]3)[NH:17][C:18]=2[C:19]2[CH:24]=[CH:23][N:22]=[CH:21][CH:20]=2)=[CH:10][C:9]=1[OH:31] |f:0.1|. Procedure details: 2-[4-(4-Chloro-3-methoxy-phenyl)-5-pyridin-4-yl-1H-imidazol-2-yl]-2-methyl-propionic acid methyl ester The title compound (5.1 g, 36%) was prepared from the product of Example 1 Step 3 and 2,2-dimethyl-3-oxo-propionic acid methyl ester (H. Kim et al, Synth. Commun., 1997, 27, 2505) using the method described in Example 1 Step 4; MS(ES+) m/e 386/388 [M+H]+. Step 2. 2-[4-(4-Chloro-3-hydroxy-phenyl)-5-pyridin-4-yl-1yl-1H-imidazol-2-yl]-2-methyl-propionic acid A solution of the product of Step 1 (5.... Starting materials: C(=O)(C(=O)OCC)NNC1=CC=C(C=C1)[N+](=O)[O-] (1-ethoxalyl-2-(p-nitrophenyl)hydrazine). The reagents and catalysts are [C].[Pd] (palladium-carbon). The solvent is C(C)O (ethanol), O1CCOCC1 (dioxane). Product: C(=O)(C(=O)OCC)NNC1=CC=C(C=C1)N (1-ethoxalyl-2-(p-aminophenyl)hydrazine). Yield: 96.4%. RXN SMILES: [C:1]([NH:8][NH:9][C:10]1[CH:15]=[CH:14][C:13]([N+:16]([O-])=O)=[CH:12][CH:11]=1)([C:3]([O:5][CH2:6][CH3:7])=[O:4])=[O:2]>C(O)C.O1CCOCC1.[C].[Pd]>[C:1]([NH:8][NH:9][C:10]1[CH:11]=[CH:12][C:13]([NH2:16])=[CH:14][CH:15]=1)([C:3]([O:5][CH2:6][CH3:7])=[O:4])=[O:2] |f:3.4|. Procedure: Then, 25.3 g of the resulting 1-ethoxalyl-2-(p-nitrophenyl)hydrazine was dissolved in a mixed solvent of 300 ml ethanol and 200 ml dioxane. To the solution was added 20 g of 10% palladium-carbon to carry out catalytic reduction in the conventional manner to obtain 21.5 g of 1-ethoxalyl-2-(p-aminophenyl)hydrazine. m.p. 97°-99° C. The reactants are CC(C)(C)c1cc(N)ccc1Cl, CC(=O)O, Cl[Cu], Cl, O=N[O-], [Na+], O=S=O, O. Product: CC(C)(C)c1cc(S(=O)(=O)Cl)ccc1Cl. Reaction SMILES: [C:4]([CH3:5])([CH3:6])([CH3:7])[c:8]1[cH:9][c:10]([NH2:15])[cH:11][cH:12][c:13]1[Cl:14].[CH3:21][C:22](=[O:23])[OH:24].[Cl:26][Cu:27].[ClH:20].[N:16]([O-:17])=[O:18].[Na+:19].[O:1]=[S:2]=[O:3].[OH2:25]>>[O:1]=[S:2](=[O:3])([c:10]1[cH:9][c:8]([C:4]([CH3:5])([CH3:6])[CH3:7])[c:13]([Cl:14])[cH:12][cH:11]1)[Cl:20].